From a dataset of the Open Reaction Database (ORD), a public repository of structured organic reaction records. describe an organic reaction: reactants, conditions, products, and yield The reactants are C(=S)(Cl)Cl (Thiophosgene), NC1=C(C(=O)OC)C=CC(=C1)F (Methyl 2-amino-4-fluorobenzoate), O (water), C(O)([O-])=O.[Na+] (sodium hydrogencarbonate), O (Water). Solvent: C(Cl)(Cl)Cl (chloro-form). Conditions: time 2 hour. Product: FC1=CC(=C(C(=O)OC)C=C1)N=C=S (Methyl 4-fluoro-2-isothiocyanatobenzoate). Yield: 97.5%. RXN SMILES: [NH2:1][C:2]1[CH:11]=[C:10]([F:12])[CH:9]=[CH:8][C:3]=1[C:4]([O:6][CH3:7])=[O:5].O.C(=O)([O-])O.[Na+].[C:19](Cl)(Cl)=[S:20]>C(Cl)(Cl)Cl>[F:12][C:10]1[CH:9]=[CH:8][C:3]([C:4]([O:6][CH3:7])=[O:5])=[C:2]([N:1]=[C:19]=[S:20])[CH:11]=1 |f:2.3|. Procedure details: Methyl 2-amino-4-fluorobenzoate (7.3 g, 43.2 mmol) was dissolved in chloro-form, followed by addition of water (150 mL) and sodium hydrogencarbonate (36.3 g, 432 mmol). Thiophosgene (3.73 mL, 47.5 mmol) was added and the mixture was stirred at RT for 2 h. Water (250 mL) was added and the mixture was extracted with DCM. The combined organics were dried (MgSO4) and evaporated to give the title compound (8.90 g, 98%). Starting materials: COC(CC)C=1C(=NC(N([C@H]2[C@H](O)[C@H](O)[C@@H](CO)O2)C1)=O)N (5-(1-Methoxyprop-1-yl)cytidine). The solvent is Cl (HCl). Yields the product COC(CC)C=1C(=NC(N([C@H]2[C@H](O)[C@H](O)[C@@H](CO)O2)C1)=O)N (5-(1-methoxyprop-1-yl)cytidine), OC(CC)C=1C(=NC(N([C@H]2[C@H](O)[C@H](O)[C@@H](CO)O2)C1)=O)N (5-(1-hydroxyprop-1-yl)cytidine). Reaction SMILES: [CH3:1][O:2][CH:3]([C:6]1[C:7]([NH2:22])=[N:8][C:9](=[O:21])[N:10]([CH:20]=1)[C@@H:11]1[O:19][C@H:16]([CH2:17][OH:18])[C@@H:14]([OH:15])[C@H:12]1[OH:13])[CH2:4][CH3:5]>Cl>[CH3:1][O:2][CH:3]([C:6]1[C:7]([NH2:22])=[N:8][C:9](=[O:21])[N:10]([CH:20]=1)[C@@H:11]1[O:19][C@H:16]([CH2:17][OH:18])[C@@H:14]([OH:15])[C@H:12]1[OH:13])[CH2:4][CH3:5].[OH:2][CH:3]([C:6]1[C:7]([NH2:22])=[N:8][C:9](=[O:21])[N:10]([CH:20]=1)[C@@H:11]1[O:19][C@H:16]([CH2:17][OH:18])[C@@H:14]([OH:15])[C@H:12]1[OH:13])[CH2:4][CH3:5]. Procedure details: 5-(1-Methoxyprop-1-yl)cytidine (315 mg, 1 mmol) in 10 ml 0.05 N HCl is stirred for approximately 48 hours at about 30° C. Column chromatography of the reaction mixture on molecular exclusion resin eluting with water affords 5-(1-methoxyprop-1-yl)cytidine and 5-(1-hydroxyprop-1-yl)cytidine. Reactants: FC(OC1=C(CS(=O)(=O)NC(=S)NC2=NC(=CC(=N2)OC)OC)C=CC=C1)F (N-(2-difluoromethoxybenzyl) sulfonyl-N'-(4,6-dimethoxy-2-pyrimidinyl)thiourea), BrN1C(CCC1=O)=O (N-bromosuccinimide). Solvent: CO (methanol). The product is COC1=NC=2N(C(=C1)OC)SC(N2)=NS(=O)(=O)CC2=C(C=CC=C2)OC(F)F (5,7-dimethoxy-2-[(2-difluoromethoxybenzyl)sulfonyl]imino-2H-[1,2,4]-thiadiazolo[2,3-a]pyrimidine). Isolated yield 60.3%. RXN SMILES: [F:1][CH:2]([F:28])[O:3][C:4]1[CH:27]=[CH:26][CH:25]=[CH:24][C:5]=1[CH2:6][S:7]([NH:10][C:11]([NH:13][C:14]1[N:19]=[C:18]([O:20][CH3:21])[CH:17]=[C:16]([O:22][CH3:23])[N:15]=1)=[S:12])(=[O:9])=[O:8].BrN1C(=O)CCC1=O>CO>[CH3:21][O:20][C:18]1[CH:17]=[C:16]([O:22][CH3:23])[N:15]2[S:12][C:11](=[N:10][S:7]([CH2:6][C:5]3[CH:24]=[CH:25][CH:26]=[CH:27][C:4]=3[O:3][CH:2]([F:1])[F:28])(=[O:9])=[O:8])[N:13]=[C:14]2[N:19]=1. Reported procedure: To a suspension of 0.5 g of N-(2-difluoromethoxybenzyl) sulfonyl-N'-(4,6-dimethoxy-2-pyrimidinyl)thiourea in 20 ml of methanol is added 0.2 g of N-bromosuccinimide with stirring under ice cooling. After stirring for 30 minutes at the same temperature and further for an hour at room temperature, the crystals are collected by filtration, washed with methanol, and recrystallized from acetonitrile to give 0.3 g of the title compound as white crystals. Starting materials: N(=O)[O-].[Na+] (sodium nitrite), O (water), FC(CC1=C(N)C=CC(=C1)Br)(F)F (2-(2,2,2-trifluoro-ethyl)-4-bromo-aniline). Solvent: C(C)(=O)O (acetic acid). Conditions: temperature 15 celsius. The product is FC(C1=NNC2=CC=C(C=C12)Br)(F)F (3-trifluoromethyl-5-bromo-indazole). RXN SMILES: [F:1][C:2]([F:13])([F:12])[CH2:3][C:4]1[CH:10]=[C:9]([Br:11])[CH:8]=[CH:7][C:5]=1[NH2:6].[N:14]([O-])=O.[Na+].O>C(O)(=O)C>[F:13][C:2]([F:1])([F:12])[C:3]1[C:4]2[C:5](=[CH:7][CH:8]=[C:9]([Br:11])[CH:10]=2)[NH:6][N:14]=1 |f:1.2|. Procedure: 18 parts of 2-(2,2,2-trifluoro-ethyl)-4-bromo-aniline are dissolved in 490 parts by volume of glacial acetic acid. To this solution, well stirred at 15° C., is added all at once a solution of 4.9 parts of sodium nitrite in 11.9 parts of water. At the end of 3 days, the acetic acid is evaporated and the residue is taken up in 40 parts of water, the solid filtered off, washed and dried. 18 parts of 3-trifluoromethyl-5-bromo-indazole are thus obtained.